This data is from the Open Reaction Database (ORD), a public repository of structured organic reaction records. The task is: describe an organic reaction: reactants, conditions, products, and yield Procedure: Sodium hydride (60% in oil) (2.52 g, 63 mmol) was suspended in dry dimethylsulfoxide (30 mL) and 4-chlorobenzyl alcohol (12 g, 84 mmol) in dry dimethylsulfoxide (30 mL) was added over 15 min by syringe keeping the temperature below 30° C. (internal). This solution was stirred for 15 minutes to give a grey clear solution. The fluorosulfone D5 (15 g) was then added as a solid portionwise over 10 minutes keeping the temperature below 35° C. and the solution was stirred until the temperature began t... Yields the product Cl.ClC1=CC=C(COC2=CC=C(C=C2)S(=O)(=O)C2=CC3=C(CCN(CC3)C)C=C2OC)C=C1 (7-[4-(4-Chloro-benzyloxy)-benzenesulfonyl]-8-methoxy-3-methyl-2,3,4,5-tetrahydro-1H-3-benzazepine hydrochloride). As a reaction SMILES: [H-].[Na+].[Cl:3][C:4]1[CH:11]=[CH:10][C:7]([CH2:8][OH:9])=[CH:6][CH:5]=1.F[C:13]1[CH:18]=[CH:17][C:16]([S:19]([C:22]2[C:33]([O:34][CH3:35])=[CH:32][C:25]3[CH2:26][CH2:27][N:28]([CH3:31])[CH2:29][CH2:30][C:24]=3[CH:23]=2)(=[O:21])=[O:20])=[CH:15][CH:14]=1.Cl>CS(C)=O>[ClH:3].[Cl:3][C:4]1[CH:11]=[CH:10][C:7]([CH2:8][O:9][C:13]2[CH:18]=[CH:17][C:16]([S:19]([C:22]3[C:33]([O:34][CH3:35])=[CH:32][C:25]4[CH2:26][CH2:27][N:28]([CH3:31])[CH2:29][CH2:30][C:24]=4[CH:23]=3)(=[O:21])=[O:20])=[CH:15][CH:14]=2)=[CH:6][CH:5]=1 |f:0.1,6.7|. Reaction conditions: temperature 40 celsius, time 15 minute. Run in CS(=O)C (dimethylsulfoxide), CS(=O)C (dimethylsulfoxide). Reactants: ClC1=CC=C(CO)C=C1 (4-chlorobenzyl alcohol), [H-].[Na+] (Sodium hydride), Cl (HCl), FC1=CC=C(C=C1)S(=O)(=O)C1=CC2=C(CCN(CC2)C)C=C1OC (7-(4-Fluoro-benzenesulfonyl)-8-methoxy-3-methyl-2,3,4,5-tetrahydro-1H-3-benzazepine). RXN SMILES: Cl[C:2]1[N:3]=[C:4]([N:22]2[CH2:27][CH2:26][O:25][CH2:24][CH2:23]2)[C:5]2[S:10][C:9]([CH2:11][N:12]3[CH2:17][CH2:16][N:15]([S:18]([CH3:21])(=[O:20])=[O:19])[CH2:14][CH2:13]3)=[CH:8][C:6]=2[N:7]=1.[CH:28]([C:30]1[S:34][C:33](B(O)O)=[CH:32][CH:31]=1)=[O:29]>>[CH3:21][S:18]([N:15]1[CH2:16][CH2:17][N:12]([CH2:11][C:9]2[S:10][C:5]3[C:4]([N:22]4[CH2:27][CH2:26][O:25][CH2:24][CH2:23]4)=[N:3][C:2]([C:33]4[S:34][C:30]([CH:28]=[O:29])=[CH:31][CH:32]=4)=[N:7][C:6]=3[CH:8]=2)[CH2:13][CH2:14]1)(=[O:20])=[O:19]. Reported procedure: 2-Chloro-6-(4-methanesulfonyl-piperazin-1-ylmethyl)-4-morpholin-4-yl-thieno[3,2-d]pyrimidine, prepared via General Procedure B-3, was reacted with 5-formyl-2-thiopheneboronic acid in General Procedure A. Purification on silica yielded 5-[6-(4-methanesulfonyl-piperazin-1-ylmethyl)-4-morpholin-4-yl-thieno[3,2-d]pyrimidin-2-yl]-thiophene-2-carbaldehyde. Product: CS(=O)(=O)N1CCN(CC1)CC1=CC=2N=C(N=C(C2S1)N1CCOCC1)C1=CC=C(S1)C=O (5-[6-(4-methanesulfonyl-piperazin-1-ylmethyl)-4-morpholin-4-yl-thieno[3,2-d]pyrimidin-2-yl]-thiophene-2-carbaldehyde). The reactants are ClC=1N=C(C2=C(N1)C=C(S2)CN2CCN(CC2)S(=O)(=O)C)N2CCOCC2 (2-Chloro-6-(4-methanesulfonyl-piperazin-1-ylmethyl)-4-morpholin-4-yl-thieno[3,2-d]pyrimidine), C(=O)C1=CC=C(S1)B(O)O (5-formyl-2-thiopheneboronic acid). Reactants: C(C)(=O)O[BH-](OC(C)=O)OC(C)=O.[Na+] (sodium triacetoxyborohydride), C(C)OC(=O)C1(CC1)C1=CC=C(C=C1)C1=CC=C(C=C1)C1=C(C(=NO1)C)CNCC(C)C1=CC=CC=C1 (1-(4′-{3-methyl-4-[(2-phenyl-propylamino)-methyl]-isoxazol-5-yl}-biphenyl-4-yl)-cyclopropanecarboxylic acid ethyl ester), C=O (formaldehyde). Yields the product C(C)OC(=O)C1(CC1)C1=CC=C(C=C1)C1=CC=C(C=C1)C1=C(C(=NO1)C)CN(CC(C)C1=CC=CC=C1)C (1-[4′-(3-Methyl-4-{[methyl-(2-phenyl-propyl)-amino]-methyl}-isoxazol-5-yl)-biphenyl-4-yl]-cyclopropanecarboxylic acid ethyl ester). Reaction SMILES: [C:1](O[BH-](OC(=O)C)OC(=O)C)(=O)C.[Na+].[CH2:15]([O:17][C:18]([C:20]1([C:23]2[CH:28]=[CH:27][C:26]([C:29]3[CH:34]=[CH:33][C:32]([C:35]4[O:39][N:38]=[C:37]([CH3:40])[C:36]=4[CH2:41][NH:42][CH2:43][CH:44]([C:46]4[CH:51]=[CH:50][CH:49]=[CH:48][CH:47]=4)[CH3:45])=[CH:31][CH:30]=3)=[CH:25][CH:24]=2)[CH2:22][CH2:21]1)=[O:19])[CH3:16].C=O>>[CH2:15]([O:17][C:18]([C:20]1([C:23]2[CH:24]=[CH:25][C:26]([C:29]3[CH:34]=[CH:33][C:32]([C:35]4[O:39][N:38]=[C:37]([CH3:40])[C:36]=4[CH2:41][N:42]([CH3:1])[CH2:43][CH:44]([C:46]4[CH:47]=[CH:48][CH:49]=[CH:50][CH:51]=4)[CH3:45])=[CH:31][CH:30]=3)=[CH:27][CH:28]=2)[CH2:21][CH2:22]1)=[O:19])[CH3:16] |f:0.1|. Procedure: Prepared according to the procedure described in Example 67, Step 1, using sodium triacetoxyborohydride instead of sodium borohydride and the following starting materials: 1-(4′-{3-methyl-4-[(2-phenyl-propylamino)-methyl]-isoxazol-5-yl}-biphenyl-4-yl)-cyclopropanecarboxylic acid ethyl ester and formaldehyde. Starting materials: CC(C)C(NC(=O)N(C)Cc1csc(N2CCCC2)n1)C(=O)O, NC(Cc1ccccc1)CC(O)C(Cc1ccccc1)NC(=O)OCc1ccno1. Yields the product CC(C)C(NC(=O)N(C)Cc1csc(N2CCCC2)n1)C(=O)NC(Cc1ccccc1)CC(O)C(Cc1ccccc1)NC(=O)OCc1ccno1. RXN SMILES: [CH3:1][N:2]([CH2:3][c:4]1[n:5][c:6]([N:9]2[CH2:10][CH2:11][CH2:12][CH2:13]2)[s:7][cH:8]1)[C:14](=[O:15])[NH:16][CH:17]([CH:18]([CH3:19])[CH3:20])[C:21](=[O:22])[OH:23].[NH2:24][CH:25]([CH2:26][CH:27]([CH:28]([CH2:29][c:30]1[cH:31][cH:32][cH:33][cH:34][cH:35]1)[NH:36][C:37](=[O:38])[O:39][CH2:40][c:41]1[cH:42][cH:43][n:44][o:45]1)[OH:46])[CH2:47][c:48]1[cH:49][cH:50][cH:51][cH:52][cH:53]1>>[CH3:1][N:2]([CH2:3][c:4]1[n:5][c:6]([N:9]2[CH2:10][CH2:11][CH2:12][CH2:13]2)[s:7][cH:8]1)[C:14](=[O:15])[NH:16][CH:17]([CH:18]([CH3:19])[CH3:20])[C:21](=[O:23])[NH:24][CH:25]([CH2:26][CH:27]([CH:28]([CH2:29][c:30]1[cH:31][cH:32][cH:33][cH:34][cH:35]1)[NH:36][C:37](=[O:38])[O:39][CH2:40][c:41]1[cH:42][cH:43][n:44][o:45]1)[OH:46])[CH2:47][c:48]1[cH:49][cH:50][cH:51][cH:52][cH:53]1. Starting materials: [H][H] (hydrogen), FC1=C(C=C(C=C1)\C(\C)=N/O)NS(=O)(=O)C (N-{2-Fluoro-5-[(1Z)—N-hydroxyethanimidoyl]phenyl}methanesulfonamide), CO (MeOH). Reagents/catalysts: [Ni] (Raney nickel). Solvent: O (water), C1CCOC1 (THF). Conditions: time 1 hour. Product: NC(C)C=1C=CC(=C(C1)NS(=O)(=O)C)F (N-[5-(1-Aminoethyl)-2-fluorophenyl]methanesulfonamide). RXN SMILES: [F:1][C:2]1[CH:7]=[CH:6][C:5](/[C:8](=[N:10]\O)/[CH3:9])=[CH:4][C:3]=1[NH:12][S:13]([CH3:16])(=[O:15])=[O:14].[H][H].CO>C1COCC1.[Ni].O>[NH2:10][CH:8]([C:5]1[CH:6]=[CH:7][C:2]([F:1])=[C:3]([NH:12][S:13]([CH3:16])(=[O:15])=[O:14])[CH:4]=1)[CH3:9]. Procedure: N-{2-Fluoro-5-[(1Z)—N-hydroxyethanimidoyl]phenyl}methanesulfonamide (Method 62, 200 mg, 812 μmol) was dissolved in 15 ml THF, to which was added Raney nickel 2800 slurry in water (200 μl). The mixture was charged with nitrogen and stirred over 1 atm of hydrogen. After 1 hour, MeOH (4 ml) was added and the reaction mixture was stirred overnight. The following morning the solution was filtered through celite, and the cake washed with MeOH, and the organic layer was concentrated to a yellow solid w...